From a dataset of the Open Reaction Database (ORD), a public repository of structured organic reaction records. describe an organic reaction: reactants, conditions, products, and yield Reactants: NC=1SC(=C(C1C(C1=CC(=C(C=C1)OC)OC)=O)C)C (2-amino-3-(3,4-dimethoxybenzoyl)-4,5-dimethylthiophene), ClCC(CC(=O)OCC)=O (ethyl 4-chloroacetoacetate), S(O)(O)(=O)=O (sulfuric acid). Solvent: C(C)(=O)O (acetic acid). Reaction conditions: time 2 hour. The product is ClCC1=C(C(=C2C(=N1)SC(=C2C)C)C2=CC(=C(C=C2)OC)OC)C(=O)OCC (ethyl 6-chloromethyl-4-(3,4-dimethoxyphenyl)-2,3-dimethylthieno[2,3-b]pyridine-5-carboxylate). The yield is 67.5%. Reaction SMILES: [NH2:1][C:2]1[S:3][C:4]([CH3:20])=[C:5]([CH3:19])[C:6]=1[C:7](=O)[C:8]1[CH:13]=[CH:12][C:11]([O:14][CH3:15])=[C:10]([O:16][CH3:17])[CH:9]=1.[Cl:21][CH2:22][C:23](=O)[CH2:24][C:25]([O:27][CH2:28][CH3:29])=[O:26].S(=O)(=O)(O)O>C(O)(=O)C>[Cl:21][CH2:22][C:23]1[N:1]=[C:2]2[S:3][C:4]([CH3:20])=[C:5]([CH3:19])[C:6]2=[C:7]([C:8]2[CH:13]=[CH:12][C:11]([O:14][CH3:15])=[C:10]([O:16][CH3:17])[CH:9]=2)[C:24]=1[C:25]([O:27][CH2:28][CH3:29])=[O:26]. Procedure details: A mixture of 2-amino-3-(3,4-dimethoxybenzoyl)-4,5-dimethylthiophene (3.6 g), ethyl 4-chloroacetoacetate (2.1 g), concentrated sulfuric acid (0.5 ml) and acetic acid (50 ml) was stirred for two hours at temperature ranging from 90° to 100° C. The reaction mixture was concentrated under reduced pressure. The concentrate was poured into water, which was neutralized with potassium carbonate, followed by extraction with chloroform. The chloroform layer was washed with water and dried (MgSO4), then th... Starting materials: OO (H2O2), N1=CC(=CC=C1)OCC#N (2-(pyridin-3-yloxy)acetonitrile), C(=O)([O-])[O-].[K+].[K+] (K2CO3), CS(=O)C (DMSO). Run in O (H2O). Conditions: time 5 minute. The product is N1=CC(=CC=C1)OCC(=O)N (2-(pyridin-3-yloxy)acetamide). Isolated yield 54.5%. RXN SMILES: [N:1]1[CH:6]=[CH:5][CH:4]=[C:3]([O:7][CH2:8][C:9]#[N:10])[CH:2]=1.C([O-])([O-])=[O:12].[K+].[K+].CS(C)=O.OO>O>[N:1]1[CH:6]=[CH:5][CH:4]=[C:3]([O:7][CH2:8][C:9]([NH2:10])=[O:12])[CH:2]=1 |f:1.2.3|. Procedure: To a mixture of 2-(pyridin-3-yloxy)acetonitrile (100 mg, 0.75 mmol), K2CO3 (103 mg, 0.75 mmol) and DMSO (0.1 mL) in H2O (2 mL) was added H2O2 (0.1 mL, 30%) dropwise in an ice bath and the mixture was stirred at rt for 5 min. It was then concentrated in vacuo and the residue was purified by a silica gel column chromatography (EtOAc) to give the title compound as a white solid (62.2 mg, 55%).